This data is from the Open Reaction Database (ORD), a public repository of structured organic reaction records. The task is: describe an organic reaction: reactants, conditions, products, and yield Reactants: CCC(CC)c1cc(C)nc2c(-c3sc(Cl)nc3Cl)c(C)nn12, C1COCCN1, O. The product is CCC(CC)c1cc(C)nc2c(-c3sc(N4CCOCC4)nc3Cl)c(C)nn12. As a reaction SMILES: [CH2:1]([CH3:2])[CH:3]([CH2:4][CH3:5])[c:6]1[cH:7][c:8]([CH3:23])[n:9][c:10]2[n:11]1[n:12][c:13]([CH3:22])[c:14]2-[c:15]1[c:16]([Cl:21])[n:17][c:18]([Cl:20])[s:19]1.[CH2:24]1[CH2:25][O:26][CH2:27][CH2:28][NH:29]1.[OH2:30]>>[CH2:1]([CH3:2])[CH:3]([CH2:4][CH3:5])[c:6]1[cH:7][c:8]([CH3:23])[n:9][c:10]2[n:11]1[n:12][c:13]([CH3:22])[c:14]2-[c:15]1[c:16]([Cl:21])[n:17][c:18]([N:29]2[CH2:24][CH2:25][O:26][CH2:27][CH2:28]2)[s:19]1.